From a dataset of the Open Reaction Database (ORD), a public repository of structured organic reaction records. describe an organic reaction: reactants, conditions, products, and yield The reactants are solution, CC(=O)N(CCCCCNC(=O)CCC(=O)N(CCCCCNC(=O)CCC(=O)N(CCCCCN)O)O)O.CS(=O)(=O)O (Desferal), solution, [Cl-].[Cl-].[Zn+2] (ZnCl2). The product is [Zn].CC(=O)N(CCCCCNC(=O)CCC(=O)N(CCCCCNC(=O)CCC(=O)N(CCCCCN)O)O)O (Zn Desferrioxamine B). Reaction SMILES: [CH3:1][C:2]([N:4]([OH:39])[CH2:5][CH2:6][CH2:7][CH2:8][CH2:9][NH:10][C:11]([CH2:13][CH2:14][C:15]([N:17]([OH:38])[CH2:18][CH2:19][CH2:20][CH2:21][CH2:22][NH:23][C:24]([CH2:26][CH2:27][C:28]([N:30]([OH:37])[CH2:31][CH2:32][CH2:33][CH2:34][CH2:35][NH2:36])=[O:29])=[O:25])=[O:16])=[O:12])=[O:3].CS(O)(=O)=O.[Cl-].[Cl-].[Zn+2:47]>>[Zn:47].[CH3:1][C:2]([N:4]([OH:39])[CH2:5][CH2:6][CH2:7][CH2:8][CH2:9][NH:10][C:11]([CH2:13][CH2:14][C:15]([N:17]([OH:38])[CH2:18][CH2:19][CH2:20][CH2:21][CH2:22][NH:23][C:24]([CH2:26][CH2:27][C:28]([N:30]([OH:37])[CH2:31][CH2:32][CH2:33][CH2:34][CH2:35][NH2:36])=[O:29])=[O:25])=[O:16])=[O:12])=[O:3] |f:0.1,2.3.4,5.6|. Reported procedure: 10 mM solution of Desferal (Ciba-Geigy, Basle) is mixed with an equal volume of 10 mM solution of ZnCl2 (A. R. Aldrich Chemical Co., Inc.) solution, titrated to pH 7.4. The mixture is heated for 30 min. to 45° C., and cooled and the complex Zn/Desferrioxamine B is formed. The ratio Zn:Desferal is 1.0:1.0.